The task is: describe an organic reaction: reactants, conditions, products, and yield. This data is from the Open Reaction Database (ORD), a public repository of structured organic reaction records. Starting materials: N1=C(N=C(C=C1)N)N (2,4-pyrimidinediamine), ClC1=NC=C(C(=N1)NC1=CC2=C(C=C1)OCCO2)F (2-chloro-N4-(3,4-ethylenedioxyphenyl)-5-fluoro-4-pyrimidineamine), FC(SC1=CC=C(N)C=C1)(F)F (4-(trifluoromethylthio)aniline). The product is C1OC=2C=C(C=CC2OC1)NC1=NC(=NC=C1F)NC1=CC=C(C=C1)SC(F)(F)F (N4-(3,4-ethylenedioxyphenyl)-5-fluoro-N2-(4-trifluoromethylthiophenyl)-2,4-pyrimidinediamine). As a reaction SMILES: N1C=CC(N)=NC=1N.Cl[C:10]1[N:15]=[C:14]([NH:16][C:17]2[CH:22]=[CH:21][C:20]3[O:23][CH2:24][CH2:25][O:26][C:19]=3[CH:18]=2)[C:13]([F:27])=[CH:12][N:11]=1.[F:28][C:29]([F:39])([F:38])[S:30][C:31]1[CH:37]=[CH:36][C:34]([NH2:35])=[CH:33][CH:32]=1>>[CH2:25]1[CH2:24][O:23][C:20]2[CH:21]=[CH:22][C:17]([NH:16][C:14]3[C:13]([F:27])=[CH:12][N:11]=[C:10]([NH:35][C:34]4[CH:36]=[CH:37][C:31]([S:30][C:29]([F:39])([F:28])[F:38])=[CH:32][CH:33]=4)[N:15]=3)=[CH:18][C:19]=2[O:26]1. Procedure: In like manner to the preparation of 5-fluoro-N4-(3-hydroxyphenyl)-N2-[4-3-phenyl-1,2,4-oxadiazol-5-yl)methyleneoxyphenyl]-2,4-pyrimidinediamine, 2-chloro-N4-(3,4-ethylenedioxyphenyl)-5-fluoro-4-pyrimidineamine and 4-(trifluoromethylthio)aniline were reacted to provide N4-(3,4-ethylenedioxyphenyl)-5-fluoro-N2-(4-trifluoromethylthiophenyl)-2,4-pyrimidinediamine. 1H NMR (DMSO-d6): δ 9.73 (s, 1H), 9.47 (s, 1H), 8.13 (d, 1H, J=3.6 Hz), 7.79 (d, 2H, J=9.0 Hz), 7.51 (d, 2H, J=9.0 Hz), 7.28 (d, 1H, J=2... Reactants: ClCCl, C1CN2CCN1CC2, O=S(=O)(OCC(F)(F)F)C(F)(F)F. Yields the product FC(F)(F)C[N+]12CCN(CC1)CC2, O=S(=O)([O-])C(F)(F)F. Reaction SMILES: [Cl:22][CH2:23][Cl:24].[N:14]12[CH2:15][CH2:16][N:17]([CH2:18][CH2:19]1)[CH2:20][CH2:21]2.[S:1](=[O:2])(=[O:3])([C:4]([F:5])([F:6])[F:7])[O:8][CH2:9][C:10]([F:11])([F:12])[F:13]>>[CH2:9]([C:10]([F:11])([F:12])[F:13])[N+:14]12[CH2:15][CH2:16][N:17]([CH2:18][CH2:19]1)[CH2:20][CH2:21]2.[S:1](=[O:2])(=[O:3])([C:4]([F:5])([F:6])[F:7])[O-:8]. The reactants are [Al+3], Cc1nc(NC(=O)OC(C)(C)C)sc1-c1ccnc(C(C)(C)C#N)c1, C1CCOC1, [H-], [H-], [H-], [H-], [Li+]. Product: Cc1nc(NC(=O)OC(C)(C)C)sc1-c1ccnc(C(C)(C)CN)c1. RXN SMILES: [Al+3:2].[C:7]([CH3:8])([CH3:9])([CH3:10])[O:11][C:12]([NH:13][c:14]1[s:15][c:16](-[c:20]2[cH:21][c:22]([C:26]([CH3:27])([CH3:28])[C:29]#[N:30])[n:23][cH:24][cH:25]2)[c:17]([CH3:19])[n:18]1)=[O:31].[CH2:32]1[O:33][CH2:34][CH2:35][CH2:36]1.[H-:1].[H-:4].[H-:5].[H-:6].[Li+:3]>>[C:7]([CH3:8])([CH3:9])([CH3:10])[O:11][C:12]([NH:13][c:14]1[s:15][c:16](-[c:20]2[cH:21][c:22]([C:26]([CH3:27])([CH3:28])[CH2:29][NH2:30])[n:23][cH:24][cH:25]2)[c:17]([CH3:19])[n:18]1)=[O:31]. Reactants: [BH4-].[Na+] (Sodium borohydride), ClC=1C=C(C=CC1OCCCN(CC)CC)/C(=C\[C@@H]1CC(CC1)=O)/C1=CC=C(C(N1)=O)C(F)(F)F (6-{(E)-1-{3-chloro-4-[3-(diethylamino)propoxy]phenyl}-2-[(1S)-3-oxocyclopentyl]ethenyl}-3-(trifluoromethyl)pyridin-2(1H)-one), O (Water). The solvent is CO (methanol), [Cl-].[Na+].O (brine). Run at time 30 minute. Yields the product ClC=1C=C(C=CC1OCCCN(CC)CC)/C(=C\[C@@H]1CC(CC1)O)/C1=CC=C(C(N1)=O)C(F)(F)F (6-{(E)-1-{3-Chloro-4-[3-(diethylamino)propoxy]phenyl}-2-[(1S)-3-hydroxycyclopentyl]ethenyl}-3-(trifluoromethyl)pyridin-2(1H)-one). The yield is 33.2%. As a reaction SMILES: [BH4-].[Na+].[Cl:3][C:4]1[CH:5]=[C:6](/[C:19](/[C:27]2[NH:32][C:31](=[O:33])[C:30]([C:34]([F:37])([F:36])[F:35])=[CH:29][CH:28]=2)=[CH:20]\[C@H:21]2[CH2:25][CH2:24][C:23](=[O:26])[CH2:22]2)[CH:7]=[CH:8][C:9]=1[O:10][CH2:11][CH2:12][CH2:13][N:14]([CH2:17][CH3:18])[CH2:15][CH3:16].O>CO.[Cl-].[Na+].O>[Cl:3][C:4]1[CH:5]=[C:6](/[C:19](/[C:27]2[NH:32][C:31](=[O:33])[C:30]([C:34]([F:37])([F:35])[F:36])=[CH:29][CH:28]=2)=[CH:20]\[C@H:21]2[CH2:25][CH2:24][CH:23]([OH:26])[CH2:22]2)[CH:7]=[CH:8][C:9]=1[O:10][CH2:11][CH2:12][CH2:13][N:14]([CH2:15][CH3:16])[CH2:17][CH3:18] |f:0.1,5.6.7|. Procedure details: Sodium borohydride (4.4 mg) was added to a solution of 6-{(E)-1-{3-chloro-4-[3-(diethylamino)propoxy]phenyl}-2-[(1S)-3-oxocyclopentyl]ethenyl}-3-(trifluoromethyl)pyridin-2(1H)-one obtained in Example 1-83 (30 mg) in methanol (0.15 mL) at room temperature, and the mixture was stirred at room temperature for 30 minutes. Water and brine were added to the reaction solution, followed by extraction with chloroform. The organic layer was dried over anhydrous magnesium sulfate and filtered, after which ... The reactants are CC(=O)O, Cc1cc(N2CCC(=O)CC2)ncn1, C[Si](C)(C)C#N, Nc1nc2c(-c3ccc(F)c(F)c3)cccn2n1. Product: Cc1cc(N2CCC(C#N)(Nc3nc4c(-c5ccc(F)c(F)c5)cccn4n3)CC2)ncn1. RXN SMILES: [C:39]([OH:40])(=[O:41])[CH3:42].[CH3:1][c:2]1[cH:3][c:4]([N:8]2[CH2:9][CH2:10][C:11](=[O:14])[CH2:12][CH2:13]2)[n:5][cH:6][n:7]1.[CH3:33][Si:34]([CH3:35])([CH3:36])[C:37]#[N:38].[F:15][c:16]1[cH:17][c:18](-[c:23]2[c:24]3[n:25]([cH:26][cH:27][cH:28]2)[n:29][c:30]([NH2:32])[n:31]3)[cH:19][cH:20][c:21]1[F:22]>>[CH3:1][c:2]1[cH:3][c:4]([N:8]2[CH2:9][CH2:10][C:11]([NH:32][c:30]3[n:29][n:25]4[c:24]([c:23](-[c:18]5[cH:17][c:16]([F:15])[c:21]([F:22])[cH:20][cH:19]5)[cH:28][cH:27][cH:26]4)[n:31]3)([C:37]#[N:38])[CH2:12][CH2:13]2)[n:5][cH:6][n:7]1. Reaction conditions: temperature -10 celsius. The yield is 142.0%. Reactants: B.O1CCCC1 (Borane tetrahydrofuran), BrC1=C(C=CC(=C1)C#N)OC (2-bromo-4-cyanoanisole). The product is N (ammonia), BrC1=C(C=CC(=C1)CN)OC (2-Bromo-4-aminomethylanisole). The solvent is O1CCCC1 (tetrahydrofuran). Procedure details: Borane-tetrahydrofuran complex (1.0 M solution in tetrahydrofuran. 250 ml) was added to a solution of 2-bromo-4-cyanoanisole (17 g) in tetrahydrofuran (150 ml). The mixture was heated at reflux for 2 hours then cooled to -10° C. and carefully quenched with 6N HCl (130 ml). The mixture was basified with 4N NaOH then extracted with ethyl acetate. The organic layer was separated, dried (MgSO4), filtered and concentrated in vacuo. The residue was purified by flash chromatography, eluting with 120:8:... Reaction SMILES: B.O1CCCC1.[Br:7][C:8]1[CH:13]=[C:12]([C:14]#[N:15])[CH:11]=[CH:10][C:9]=1[O:16][CH3:17]>O1CCCC1>[NH3:15].[Br:7][C:8]1[CH:13]=[C:12]([CH2:14][NH2:15])[CH:11]=[CH:10][C:9]=1[O:16][CH3:17] |f:0.1|. The reactants are [OH-].[Na+] (NaOH), FC(OC1=CC=C(C=C1)N1C(C2CCCC(C1=O)N2)=O)(F)F (3-(4-trifluoromethoxy-phenyl)-3,9-diaza-bicyclo[3.3.1]nonane-2,4-dione), FC(C1=CC=C(C=C1)C=1CCNCC1)(F)F (4-(4-Trifluoromethyl-phenyl)-1,2,3,6-tetrahydro-pyridine), S(C)C (SMe2). Solvent: C1CCOC1 (THF). Reaction conditions: time 40 minute. Yields the product FC(OC1=CC=C(C=C1)N1CC2CCCC(C1)N2)(F)F (3-(4-trifluoromethoxy-phenyl)-3,9-diaza-bicyclo[3.3.1]nonane). Reaction SMILES: [F:1][C:2]([F:22])([F:21])[O:3][C:4]1[CH:9]=[CH:8][C:7]([N:10]2[C:17](=O)[CH:16]3[NH:19][CH:12]([CH2:13][CH2:14][CH2:15]3)[C:11]2=O)=[CH:6][CH:5]=1.S(C)C.FC(F)(F)C1C=CC(C2CCNCC=2)=CC=1.[OH-].[Na+]>C1COCC1>[F:22][C:2]([F:1])([F:21])[O:3][C:4]1[CH:9]=[CH:8][C:7]([N:10]2[CH2:17][CH:16]3[NH:19][CH:12]([CH2:13][CH2:14][CH2:15]3)[CH2:11]2)=[CH:6][CH:5]=1 |f:3.4|. Procedure: A solution of 3-(4-trifluoromethoxy-phenyl)-3,9-diaza-bicyclo[3.3.1]nonane-2,4-dione (80 mg, 0.25 mmol) and THF (4 mL) was heated at 70° C. under N2. A solution of BH3.SMe2 (2M in THF, 0.4 mL, 0.8 mmol) was added dropwise. After 40 min, 6N HCl (1.0 mL) was added dropwise (Caution: H2 evolution). After an additional 30 min, the reaction was poured into 1N NaOH (8 mL) and extracted with dichloromethane (30 mL×2). The combined organic extracts were dried, filtered and concentrated to give 3-(4-trif... The reactants are C(C1=CC=CC=C1)(=O)NC(=S)NC1=CC(=NC(=C1)Br)Br (1-benzoyl-3-(2,6-dibromo-pyridin-4-yl)-thiourea), [OH-].[Na+] (NaOH). Solvent: C1CCOC1 (THF), C1CCOC1 (THF). Reaction conditions: temperature 62.5 celsius. The product is BrC1=NC(=CC(=C1)NC(=S)N)Br ((2,6-Dibromo-pyridin-4-yl)-thiourea). Isolated yield 87.1%. As a reaction SMILES: C([NH:9][C:10]([NH:12][C:13]1[CH:18]=[C:17]([Br:19])[N:16]=[C:15]([Br:20])[CH:14]=1)=[S:11])(=O)C1C=CC=CC=1.[OH-].[Na+]>C1COCC1>[Br:20][C:15]1[CH:14]=[C:13]([NH:12][C:10]([NH2:9])=[S:11])[CH:18]=[C:17]([Br:19])[N:16]=1 |f:1.2|. Procedure: To a solution of 1-benzoyl-3-(2,6-dibromo-pyridin-4-yl)-thiourea (1.0 g, 2.14 mmol) in THF (50 mL) was added NaOH solution (0.48 in 20 mL H2O) at room temperature. The reaction mixture was heated up to 60-65° C. overnight. After completion of reaction (TLC monitoring) THF was distilled off followed by addition of water, and extraction with ethyl acetate (2×50 mL). The combined organic layers were dried over anhydrous Na2SO4, filtered and evaporated to dryness under reduced pressure. The crude re... Starting materials: O(C1=CC=CC=C1)C[C@H]1OC1 ((S)-2-phenoxymethyloxirane), Cl.[N+](=O)([O-])C1=CC=C(C=C1)CCN (2-(4-nitrophenyl)ethylamine hydrochloride). The solvent is C(C)N(CC)CC (triethylamine). Yields the product O(C1=CC=CC=C1)C[C@H](CNCCC1=CC=C(C=C1)[N+](=O)[O-])O ((S)-1-phenoxy-3-[[2-(4-nitrophenyl)ethyl]amino]-2-propanol). The yield is 39.3%. RXN SMILES: [O:1]([CH2:8][C@@H:9]1[CH2:11][O:10]1)[C:2]1[CH:7]=[CH:6][CH:5]=[CH:4][CH:3]=1.Cl.[N+:13]([C:16]1[CH:21]=[CH:20][C:19]([CH2:22][CH2:23][NH2:24])=[CH:18][CH:17]=1)([O-:15])=[O:14]>C(N(CC)CC)C>[O:1]([CH2:8][C@@H:9]([OH:10])[CH2:11][NH:24][CH2:23][CH2:22][C:19]1[CH:18]=[CH:17][C:16]([N+:13]([O-:15])=[O:14])=[CH:21][CH:20]=1)[C:2]1[CH:7]=[CH:6][CH:5]=[CH:4][CH:3]=1 |f:1.2|. Procedure: 7.71 g of (S)-2-phenoxymethyloxirane and 10.34 g of 2-(4-nitrophenyl)ethylamine hydrochloride were subjected to a ring-opening reaction in the presence of 5.20 g of triethylamine to obtain 6.35 g of (S)-1-phenoxy-3-[[2-(4-nitrophenyl)ethyl]amino]-2-propanol.